From a dataset of the Open Reaction Database (ORD), a public repository of structured organic reaction records. describe an organic reaction: reactants, conditions, products, and yield The reactants are O=C([O-])[O-], CC1CNCC(C)N1, CS(C)=O, O=[N+]([O-])c1ccc(F)cc1, [K+], [K+], O. The product is CC1CN(c2ccc([N+](=O)[O-])cc2)CC(C)N1. As a reaction SMILES: [C:11](=[O:12])([O-:13])[O-:14].[CH3:17][CH:18]1[CH2:19][NH:20][CH2:21][CH:22]([CH3:24])[NH:23]1.[CH3:25][S:26]([CH3:27])=[O:28].[F:1][c:2]1[cH:3][cH:4][c:5]([N+:8](=[O:9])[O-:10])[cH:6][cH:7]1.[K+:15].[K+:16].[OH2:29]>>[c:2]1([N:20]2[CH2:19][CH:18]([CH3:17])[NH:23][CH:22]([CH3:24])[CH2:21]2)[cH:3][cH:4][c:5]([N+:8](=[O:9])[O-:10])[cH:6][cH:7]1. The reactants are CC(C)(C)[O-], CCOC(C)=O, COc1ccc(N(C(=O)NC(C)c2ccccc2)C(C)c2cnc(Cl)nc2Cl)cc1, [K+], C1CCOC1. Yields the product COc1ccc(N2C(=O)N(C(C)c3ccccc3)c3nc(Cl)ncc3C2C)cc1. RXN SMILES: [CH3:31][C:32]([CH3:33])([O-:34])[CH3:35].[CH3:42][CH2:43][O:44][C:45](=[O:46])[CH3:47].[Cl:1][c:2]1[n:3][cH:4][c:5]([CH:9]([CH3:10])[N:11]([C:12](=[O:13])[NH:14][CH:15]([CH3:16])[c:17]2[cH:18][cH:19][cH:20][cH:21][cH:22]2)[c:23]2[cH:24][cH:25][c:26]([O:29][CH3:30])[cH:27][cH:28]2)[c:6]([Cl:8])[n:7]1.[K+:36].[O:37]1[CH2:38][CH2:39][CH2:40][CH2:41]1>>[Cl:1][c:2]1[n:3][cH:4][c:5]2[c:6]([n:7]1)[N:14]([CH:15]([CH3:16])[c:17]1[cH:18][cH:19][cH:20][cH:21][cH:22]1)[C:12](=[O:13])[N:11]([c:23]1[cH:24][cH:25][c:26]([O:29][CH3:30])[cH:27][cH:28]1)[CH:9]2[CH3:10]. Reactants: O=C(O)c1cccc(Br)n1, N#CC=Cc1cccc(N)c1. Yields the product N#CC=Cc1cccc(NC(=O)c2cccc(Br)n2)c1. As a reaction SMILES: [Br:1][c:2]1[cH:3][cH:4][cH:5][c:6]([C:8](=[O:9])[OH:10])[n:7]1.[NH2:11][c:12]1[cH:13][c:14]([CH:18]=[CH:19][C:20]#[N:21])[cH:15][cH:16][cH:17]1>>[Br:1][c:2]1[cH:3][cH:4][cH:5][c:6]([C:8](=[O:10])[NH:11][c:12]2[cH:13][c:14]([CH:18]=[CH:19][C:20]#[N:21])[cH:15][cH:16][cH:17]2)[n:7]1. The reactants are C[O-].[Na+] (sodium methylate), CC1([C@@H]([C@@H]1C(C(CBr)=O)Br)C(=O)OCC(Cl)(Cl)Cl)C (2,2,2-trichloroethyl (1R,cis) 2,2-dimethyl-3-(1,3-dibromo-2-oxopropyl)-cyclopropane-1-carboxylate), O (water), Cl (hydrochloric acid). Run in CO (methanol), CO (methanol). Conditions: time 16 hour. Yields the product CC1([C@@H]([C@@H]1\C=C/C(=O)OC)C(=O)OCC(Cl)(Cl)Cl)C (2,2,2-trichloroethyl (1R,cis) 2,2-dimethyl-3-[(Z) 2-(methoxycarbonyl)-ethenyl]-cyclopropane-1-carboxylate). RXN SMILES: [CH3:1][O-:2].[Na+].[CH3:4][C:5]1([CH3:22])[C@@H:7]([CH:8](Br)[C:9](=O)[CH2:10]Br)[C@H:6]1[C:14]([O:16][CH2:17][C:18]([Cl:21])([Cl:20])[Cl:19])=[O:15].[OH2:23].Cl>CO>[CH3:4][C:5]1([CH3:22])[C@@H:7](/[CH:8]=[CH:9]\[C:10]([O:2][CH3:1])=[O:23])[C@H:6]1[C:14]([O:16][CH2:17][C:18]([Cl:21])([Cl:20])[Cl:19])=[O:15] |f:0.1|. Procedure details: 10 ml of methanol and 0.724 g of sodium methylate were mixed together under an inert gas atmosphere and 4 g of the product of Step A of Example 12 in 30 ml of methanol were added slowly at 0°,+5° C. The mixture was stirred for 16 hours at about +5° C. and was poured into a mixture of water and ice to which 15 ml of 2N hydrochloric acid had been added. After stirring for 15 minutes, extraction was carried out with methylene chloride. The organic phase was washed with water, dried and evaporated t... Reactants: O=C([O-])[O-], Cc1ccccc1, Nc1ccc(OCCc2ccccc2)c(Cl)c1, O=C(Cl)Cl, [K+], [K+], c1ccccc1. Product: O=C=Nc1ccc(OCCc2ccccc2)c(Cl)c1. Reaction SMILES: [C:18]([O-:19])(=[O:20])[O-:21].[CH3:34][c:35]1[cH:36][cH:37][cH:38][cH:39][cH:40]1.[Cl:1][c:2]1[cH:3][c:4]([NH2:5])[cH:6][cH:7][c:8]1[O:9][CH2:10][CH2:11][c:12]1[cH:13][cH:14][cH:15][cH:16][cH:17]1.[Cl:24][C:25](=[O:26])[Cl:27].[K+:22].[K+:23].[cH:28]1[cH:29][cH:30][cH:31][cH:32][cH:33]1>>[Cl:1][c:2]1[cH:3][c:4]([N:5]=[C:18]=[O:19])[cH:6][cH:7][c:8]1[O:9][CH2:10][CH2:11][c:12]1[cH:13][cH:14][cH:15][cH:16][cH:17]1. Starting materials: COc1cc(Br)ccc1OC1CNCC1O, CC(=O)O[BH-](OC(C)=O)OC(C)=O, O=C([O-])O, C=O, CC(=O)O, CC(Cl)Cl, [Na+], [Na+]. Yields the product COc1cc(Br)ccc1OC1CN(C)CC1O. Reaction SMILES: [Br:1][c:2]1[cH:3][c:4]([O:15][CH3:16])[c:5]([O:6][CH:7]2[CH:8]([OH:12])[CH2:9][NH:10][CH2:11]2)[cH:13][cH:14]1.[C:19]([O:20][BH-:21]([O:22][C:23](=[O:24])[CH3:25])[O:26][C:27](=[O:28])[CH3:29])(=[O:30])[CH3:31].[C:41](=[O:42])([OH:43])[O-:44].[CH2:17]=[O:18].[CH3:33][C:34](=[O:35])[OH:36].[Cl:37][CH:38]([Cl:39])[CH3:40].[Na+:32].[Na+:45]>>[Br:1][c:2]1[cH:3][c:4]([O:15][CH3:16])[c:5]([O:6][CH:7]2[CH:8]([OH:12])[CH2:9][N:10]([CH3:19])[CH2:11]2)[cH:13][cH:14]1.